From a dataset of the Open Reaction Database (ORD), a public repository of structured organic reaction records. describe an organic reaction: reactants, conditions, products, and yield Starting materials: C(CCC(=O)OCC1=CC=CC=C1)(=O)O[C@@H](CC1CCCCC1)CCC1=CC(=C(C=C1)C(C)(C)C)NC(CC1C2=CC=CC=C2OC=2C=CC=CC12)=O ((R)-1-(2-{4-t-butyl-3-[2-(9H-xanthen-9-yl)acetamido]phenyl}ethyl)-2-cyclohexylethyl benzyl succinate), [H][H] (hydrogen). The reagents and catalysts are [Pd] (palladium-on-charcoal). Solvent: C(C)(=O)OCC (ethyl acetate). Yields the product C(CCC(=O)O)(=O)O[C@@H](CC1CCCCC1)CCC1=CC(=C(C=C1)C(C)(C)C)NC(CC1C2=CC=CC=C2OC=2C=CC=CC12)=O ((R)-1-(2-{4-t-Butyl-3-[2-(9H-xanthen-9-yl)acetamido]phenyl}ethyl)-2-cyclohexylethyl hydrogen succinate). RXN SMILES: [C:1]([O:15][C@H:16]([CH2:24][CH2:25][C:26]1[CH:31]=[CH:30][C:29]([C:32]([CH3:35])([CH3:34])[CH3:33])=[C:28]([NH:36][C:37](=[O:53])[CH2:38][CH:39]2[C:52]3[CH:51]=[CH:50][CH:49]=[CH:48][C:47]=3[O:46][C:45]3[C:40]2=[CH:41][CH:42]=[CH:43][CH:44]=3)[CH:27]=1)[CH2:17][CH:18]1[CH2:23][CH2:22][CH2:21][CH2:20][CH2:19]1)(=[O:14])[CH2:2][CH2:3][C:4]([O:6]CC1C=CC=CC=1)=[O:5].[H][H]>C(OCC)(=O)C.[Pd]>[C:1]([O:15][C@H:16]([CH2:24][CH2:25][C:26]1[CH:31]=[CH:30][C:29]([C:32]([CH3:33])([CH3:34])[CH3:35])=[C:28]([NH:36][C:37](=[O:53])[CH2:38][CH:39]2[C:40]3[CH:41]=[CH:42][CH:43]=[CH:44][C:45]=3[O:46][C:47]3[C:52]2=[CH:51][CH:50]=[CH:49][CH:48]=3)[CH:27]=1)[CH2:17][CH:18]1[CH2:19][CH2:20][CH2:21][CH2:22][CH2:23]1)(=[O:14])[CH2:2][CH2:3][C:4]([OH:6])=[O:5]. Procedure details: A solution of 337 mg (0.471 mmol) of (R)-1-(2-{4-t-butyl-3-[2-(9H-xanthen-9-yl)acetamido]phenyl}ethyl)-2-cyclohexylethyl benzyl succinate (prepared as described in Preparation 25) in 10 ml of ethyl acetate was vigorously stirred in a stream of hydrogen in the presence of 173 mg of 10% w/w palladium-on-charcoal. The reaction mixture was then filtered, and the catalyst was washed with ethyl acetate. The filtrate and the washings were combined, and the solvent was removed by distillation under redu... Reactants: C([O-])([O-])=O.[Na+].[Na+] (sodium carbonate), [N+](=O)([O-])C1=CC=C(C(=O)C2=CC=C(C=C2)CCC2=CC=C(C=C2)C(C2=CC=C(C=C2)[N+](=O)[O-])=O)C=C1 (1,2-bis(4-(4-nitrobenzoyl)phenyl)ethane), FC(S(=O)(=O)O)(F)F (trifluoromethane sulfonic acid), C(C)[SiH](CC)CC (triethylsilane). The solvent is ClCCl (dichloromethane), ClCCl (dichloromethane). Reaction conditions: time 18 hour. Yields the product [N+](=O)([O-])C1=CC=C(CC2=CC=C(C=C2)CCC2=CC=C(C=C2)CC2=CC=C(C=C2)[N+](=O)[O-])C=C1 (1,2-bis(4-(4-nitrobenzyl)phenyl)ethane). Isolated yield 89.9%. As a reaction SMILES: [N+:1]([C:4]1[CH:36]=[CH:35][C:7]([C:8]([C:10]2[CH:15]=[CH:14][C:13]([CH2:16][CH2:17][C:18]3[CH:23]=[CH:22][C:21]([C:24](=O)[C:25]4[CH:30]=[CH:29][C:28]([N+:31]([O-:33])=[O:32])=[CH:27][CH:26]=4)=[CH:20][CH:19]=3)=[CH:12][CH:11]=2)=O)=[CH:6][CH:5]=1)([O-:3])=[O:2].FC(F)(F)S(O)(=O)=O.C([SiH](CC)CC)C.C(=O)([O-])[O-].[Na+].[Na+]>ClCCl>[N+:1]([C:4]1[CH:5]=[CH:6][C:7]([CH2:8][C:10]2[CH:11]=[CH:12][C:13]([CH2:16][CH2:17][C:18]3[CH:23]=[CH:22][C:21]([CH2:24][C:25]4[CH:30]=[CH:29][C:28]([N+:31]([O-:33])=[O:32])=[CH:27][CH:26]=4)=[CH:20][CH:19]=3)=[CH:14][CH:15]=2)=[CH:35][CH:36]=1)([O-:3])=[O:2] |f:3.4.5|. Procedure: In a 1-liter three-necked flask equipped with a stirring device, a thermometer and a nitrogen substituting device, 32.6 g of 1,2-bis(4-(4-nitrobenzoyl)phenyl)ethane and 200 milliliters of dichloromethane were introduced. 42.0 g of trifluoromethane sulfonic acid was added dropwise for 15 minutes. Subsequently, a solution of 40.7 g of triethylsilane in 50 milliliters of dichloromethane was added dropwise for 1 hour. After the end of the dropwise addition, stirring was carried out for 18 hours with...